From a dataset of the Open Reaction Database (ORD), a public repository of structured organic reaction records. describe an organic reaction: reactants, conditions, products, and yield The reactants are [BH4-].[Na+] (sodium borohydride), CO (methanol), ClC1=C(OC(=CC=2C=NC=CC2)C(C(C)(C)C)=O)C=CC(=C1)Cl (3-[2-(2,4-dichlorophenoxy)-3-oxo-4,4-dimethylpent-1-enyl]pyridine). Solvent: C(C)(=O)OCC (ethyl acetate). The product is ClC1=C(OC(=CC=2C=NC=CC2)C(C(C)(C)C)O)C=CC(=C1)Cl (3-[2-(2,4-dichlorophenoxy)-3-hydroxy-4,4-dimethylpent-1-enyl]pyridine). RXN SMILES: [BH4-].[Na+].CO.[Cl:5][C:6]1[CH:26]=[C:25]([Cl:27])[CH:24]=[CH:23][C:7]=1[O:8][C:9]([C:17](=[O:22])[C:18]([CH3:21])([CH3:20])[CH3:19])=[CH:10][C:11]1[CH:12]=[N:13][CH:14]=[CH:15][CH:16]=1>C(OCC)(=O)C>[Cl:5][C:6]1[CH:26]=[C:25]([Cl:27])[CH:24]=[CH:23][C:7]=1[O:8][C:9]([CH:17]([OH:22])[C:18]([CH3:20])([CH3:21])[CH3:19])=[CH:10][C:11]1[CH:12]=[N:13][CH:14]=[CH:15][CH:16]=1 |f:0.1|. Reported procedure: In this example, 0.49 g (0.0129 mole) of sodium borohydride was added portion-wise to a mixture containing 20 ml of methanol and 4.5 g (0.0129 mole) of 3-[2-(2,4-dichlorophenoxy)-3-oxo-4,4-dimethylpent-1-enyl]pyridine at 0° C. with stirring. The mixture was stirred at 0° C. for 15 minutes, then quenched by the addition of water. The mixture was then diluted with more water and then extracted twice with methylene chloride. The methylene chloride extracts were washed with water twice, dried over m... The reactants are COc1cc(N2CCN(C(=O)CCl)CC2)ccc1Cl, Cc1[nH]nc(-c2cccc(C(F)(F)F)n2)c1Cl. The product is COc1cc(N2CCN(C(=O)Cn3nc(-c4cccc(C(F)(F)F)n4)c(Cl)c3C)CC2)ccc1Cl. RXN SMILES: [Cl:18][CH2:19][C:20](=[O:21])[N:22]1[CH2:23][CH2:24][N:25]([c:28]2[cH:29][c:30]([O:35][CH3:36])[c:31]([Cl:34])[cH:32][cH:33]2)[CH2:26][CH2:27]1.[Cl:1][c:2]1[c:3](-[c:8]2[n:9][c:10]([C:14]([F:15])([F:16])[F:17])[cH:11][cH:12][cH:13]2)[n:4][nH:5][c:6]1[CH3:7]>>[Cl:1][c:2]1[c:3](-[c:8]2[n:9][c:10]([C:14]([F:15])([F:16])[F:17])[cH:11][cH:12][cH:13]2)[n:4][n:5]([CH2:19][C:20](=[O:21])[N:22]2[CH2:23][CH2:24][N:25]([c:28]3[cH:29][c:30]([O:35][CH3:36])[c:31]([Cl:34])[cH:32][cH:33]3)[CH2:26][CH2:27]2)[c:6]1[CH3:7]. Starting materials: NC=1C=C2C(=NC=NC2=CC1Cl)NC1=CC(=CC=C1)C (6-amino-7-chloro-4-(3'-methylanilino)quinazoline), ClCC(=O)Cl (2-chloroacetyl chloride). The product is Cl.ClC1=C(C=C2C(=NC=NC2=C1)NC1=CC(=CC=C1)C)NC(CCl)=O (7-chloro-6-(2-chloroacetamido)-4-(3'-methylanilino)quinazoline hydrochloride). Yield: 79.0%. As a reaction SMILES: [NH2:1][C:2]1[CH:3]=[C:4]2[C:9](=[CH:10][C:11]=1[Cl:12])[N:8]=[CH:7][N:6]=[C:5]2[NH:13][C:14]1[CH:19]=[CH:18][CH:17]=[C:16]([CH3:20])[CH:15]=1.[Cl:21][CH2:22][C:23](Cl)=[O:24]>>[ClH:12].[Cl:12][C:11]1[CH:10]=[C:9]2[C:4]([C:5]([NH:13][C:14]3[CH:19]=[CH:18][CH:17]=[C:16]([CH3:20])[CH:15]=3)=[N:6][CH:7]=[N:8]2)=[CH:3][C:2]=1[NH:1][C:23](=[O:24])[CH2:22][Cl:21] |f:2.3|. Procedure details: Using an analogous procedure to that described in Example 4, 6-amino-7-chloro-4-(3'-methylanilino)quinazoline was reacted with 2-chloroacetyl chloride to give 7-chloro-6-(2-chloroacetamido)-4-(3'-methylanilino)quinazoline hydrochloride in 79% yield; Starting materials: FC1=C(C=CC=C1)[C@]([C@@H](C)N1C(N(C=C1)C1=CC=C(C=C1)OC(C(F)F)(F)F)=O)(COS(=O)(=O)C)O (1-[(1R,2S)-2-(2-Fluorophenyl)-2-hydroxy-3-methanesulfonyloxy-1-methylpropyl]-3-[4-(1,1,2,2-tetrafluoroethoxy)phenyl]-2(1H,3H)-imidazolone), N1N=CN=C1 (1H-1,2,4-triazole), C([O-])([O-])=O.[K+].[K+] (potassium carbonate). Solvent: CN(C=O)C (dimethylformamide), C(C)(=O)OCC (ethyl acetate), C(C)(C)OC(C)C (diisopropyl ether). Reaction conditions: temperature 80 celsius. Yields the product FC1=C(C=CC=C1)[C@@]([C@@H](C)N1C(N(C=C1)C1=CC=C(C=C1)OC(C(F)F)(F)F)=O)(CN1N=CN=C1)O (1-[(1R,2S)-2-(2-fluorophenyl)-2-hydroxy-1-methyl-3-(1H-1,2,4-triazol-1-yl)propyl]-3-[4-(1,1,2,2-tetrafluoroethoxy)phenyl]-2(1H,3H)-imidazolone). The yield is 58.5%. As a reaction SMILES: [F:1][C:2]1[CH:7]=[CH:6][CH:5]=[CH:4][C:3]=1[C@@:8]([OH:36])([CH2:30]OS(C)(=O)=O)[C@H:9]([N:11]1[CH:15]=[CH:14][N:13]([C:16]2[CH:21]=[CH:20][C:19]([O:22][C:23]([F:28])([F:27])[CH:24]([F:26])[F:25])=[CH:18][CH:17]=2)[C:12]1=[O:29])[CH3:10].[NH:37]1[CH:41]=[N:40][CH:39]=[N:38]1.C(=O)([O-])[O-].[K+].[K+]>CN(C)C=O.C(OCC)(=O)C.C(OC(C)C)(C)C>[F:1][C:2]1[CH:7]=[CH:6][CH:5]=[CH:4][C:3]=1[C@:8]([OH:36])([CH2:30][N:37]1[CH:41]=[N:40][CH:39]=[N:38]1)[C@H:9]([N:11]1[CH:15]=[CH:14][N:13]([C:16]2[CH:21]=[CH:20][C:19]([O:22][C:23]([F:28])([F:27])[CH:24]([F:26])[F:25])=[CH:18][CH:17]=2)[C:12]1=[O:29])[CH3:10] |f:2.3.4|. Procedure: 1-[(1R,2S)-2-(2-Fluorophenyl)-2-hydroxy-3-methanesulfonyloxy-1-methylpropyl]-3-[4-(1,1,2,2-tetrafluoroethoxy)phenyl]-2(1H,3H)-imidazolone (3.6 g) was dissolved in 70 ml of dimethylformamide, to which 2.0 g of 1H-1,2,4-triazole and 7.8 g of potassium carbonate were added. The mixture was heated at 80° C. for 4 hours. The reaction solution was diluted with a mixture of 150 ml of ethyl acetate and 50 ml of diisopropyl ether, and washed with 150 ml of water, 1N-hydrochloric acid (100 ml×2) and 100 m... The solvent is C(C)(=O)OCC (Ethyl acetate), O1CCCC1 (tetrahydrofuran), O1CCCC1 (tetrahydrofuran). Isolated yield 62.0%. Reactants: [OH-].[Na+] (sodium hydroxide), [H-].[Al+3].[Li+].[H-].[H-].[H-] (lithium aluminum hydride), [Cl-].[Al+3].[Cl-].[Cl-] (aluminum chloride), CC1OC2=C3C(NC1=O)=C1CCCCC1=NC3=CC=C2 (1,3,9,10,11,12-hexahydro-3-methyl-2H-quino[4,3,2-ef][1,4]benzoxazepin-2-one). Reaction conditions: time 5 minute. RXN SMILES: [H-].[Al+3].[Li+].[H-].[H-].[H-].[Cl-].[Al+3].[Cl-].[Cl-].[CH3:11][CH:12]1[C:18](=O)[NH:17][C:16]2=[C:20]3[C:25](=[N:26][C:27]4=[CH:28][CH:29]=[CH:30][C:14](=[C:15]24)[O:13]1)[CH2:24][CH2:23][CH2:22][CH2:21]3.[OH-].[Na+]>O1CCCC1.C(OCC)(=O)C>[CH3:11][CH:12]1[CH2:18][NH:17][C:16]2=[C:20]3[C:25](=[N:26][C:27]4=[CH:28][CH:29]=[CH:30][C:14](=[C:15]24)[O:13]1)[CH2:24][CH2:23][CH2:22][CH2:21]3 |f:0.1.2.3.4.5,6.7.8.9,11.12|. Reported procedure: To a solution of lithium aluminum hydride in tetrahydrofuran (1M, 15.82 ml) and dry tetrahydrofuran (30 ml) was added aluminum chloride (2.10 g) in portions; with stirring. After 5 mins, 1,3,9,10,11,12-hexahydro-3-methyl-2H-quino[4,3,2-ef][1,4]benzoxazepin-2-one (4.24) was added, and the reaction mixture was stirred at room temperature for four hrs. Ethyl acetate (200 ml) and 10% sodium hydroxide solution (200 ml) were added. The organic phase was separated, dried over anhydrous magnesium sulfat... Yields the product CC1OC2=C3C(NC1)=C1CCCCC1=NC3=CC=C2 (2,3,9,10,11,12-Hexahydro-3-methyl-1H-quino[4,3,2-ef][1,4]benzoxazepine). Starting materials: C=CCBr, [H-], [Na+], C1CCOC1, CCCCCCCCON1C(C)(C)CC(O)CC1(C)C. Product: C=CCOC1CC(C)(C)N(OCCCCCCCC)C(C)(C)C1. As a reaction SMILES: [CH2:23]([CH:24]=[CH2:25])[Br:26].[H-:1].[Na+:2].[O:27]1[CH2:28][CH2:29][CH2:30][CH2:31]1.[OH:3][CH:4]1[CH2:5][C:6]([CH3:21])([CH3:22])[N:7]([O:12][CH2:13][CH2:14][CH2:15][CH2:16][CH2:17][CH2:18][CH2:19][CH3:20])[C:8]([CH3:10])([CH3:11])[CH2:9]1>>[O:3]([CH:4]1[CH2:5][C:6]([CH3:21])([CH3:22])[N:7]([O:12][CH2:13][CH2:14][CH2:15][CH2:16][CH2:17][CH2:18][CH2:19][CH3:20])[C:8]([CH3:10])([CH3:11])[CH2:9]1)[CH2:25][CH:24]=[CH2:23].